Dataset: the Open Reaction Database (ORD), a public repository of structured organic reaction records. Task: describe an organic reaction: reactants, conditions, products, and yield RXN SMILES: [H-].[Na+].[CH2:3]([O:6][C:7]1[CH:12]=[CH:11][C:10]([CH2:13]Cl)=[C:9]([F:15])[CH:8]=1)[CH:4]=[CH2:5].[N:16]1([CH2:21][CH2:22][OH:23])[CH:20]=[CH:19][N:18]=[N:17]1.O>CN(C=O)C>[CH2:3]([O:6][C:7]1[CH:12]=[CH:11][C:10]([CH2:13][O:23][CH2:22][CH2:21][N:16]2[CH:20]=[CH:19][N:18]=[N:17]2)=[C:9]([F:15])[CH:8]=1)[CH:4]=[CH2:5] |f:0.1|. Isolated yield 103.7%. Solvent: CN(C)C=O (DMF). Reported procedure: 816 mg (32.3 mmol) 95% Sodium hydride were given at −50° C. to a solution of 4.32 g (21.5 mmol) 1-allyloxy-3-fluoro-4-chloromethyl-benzene and 2.51 g (22.2 mmol) 2-(1H-[1,2,3]-triazol-1-yl)-ethanol in 30 ml DMF. The mixture was allowed to warm slowly to r.t., stirred overnight and 10 ml water added. The mixture was extracted twice with ethyl acetate, and the combined organic phases dried over Na2SO4. Solvents were removed in vacuum to yield 6.18 g 1-[2-(4-allyloxy-2-fluoro-benzyloxy)-ethyl]-1H-[... Reaction conditions: time 8 hour. Starting materials: C(C=C)OC1=CC(=C(C=C1)CCl)F (1-allyloxy-3-fluoro-4-chloromethyl-benzene), N1(N=NC=C1)CCO (2-(1H-[1,2,3]-triazol-1-yl)-ethanol), [H-].[Na+] (Sodium hydride), O (water). Yields the product C(C=C)OC1=CC(=C(COCCN2N=NC=C2)C=C1)F (1-[2-(4-allyloxy-2-fluoro-benzyloxy)-ethyl]-1H-[1,2,3]triazole). Starting materials: Fc1cc2[nH]c(=S)[nH]c2cc1F, [H-], O=Cc1ccc([N+](=O)[O-])o1, [Na+], C1CCOC1. Yields the product O=Cc1ccc(Sc2nc3cc(F)c(F)cc3[nH]2)o1. Reaction SMILES: [F:1][c:2]1[cH:3][c:4]2[c:5]([nH:6][c:7](=[S:9])[nH:8]2)[cH:10][c:11]1[F:12].[H-:13].[N+:15]([O-:16])(=[O:17])[c:18]1[cH:19][cH:20][c:21]([CH:23]=[O:24])[o:22]1.[Na+:14].[O:25]1[CH2:26][CH2:27][CH2:28][CH2:29]1>>[F:1][c:2]1[cH:3][c:4]2[c:5]([n:6][c:7]([S:9][c:18]3[cH:19][cH:20][c:21]([CH:23]=[O:24])[o:22]3)[nH:8]2)[cH:10][c:11]1[F:12]. The reactants are NC1=C(C(=NC=C1)CO)OC (4-Amino-2-hydroxymethyl-3-methoxypyridine), N(=O)[O-].[Na+] (sodium nitrite), diazonium. The solvent is S(O)(O)(=O)=O (sulphuric acid). Yields the product OC1=C(C(=NC=C1)CO)OC (4-hydroxy-2-hydroxymethyl-3-methoxypyridine). RXN SMILES: N[C:2]1[CH:7]=[CH:6][N:5]=[C:4]([CH2:8][OH:9])[C:3]=1[O:10][CH3:11].N([O-])=[O:13].[Na+]>S(=O)(=O)(O)O>[OH:13][C:2]1[CH:7]=[CH:6][N:5]=[C:4]([CH2:8][OH:9])[C:3]=1[O:10][CH3:11] |f:1.2|. Reported procedure: 4-Amino-2-hydroxymethyl-3-methoxypyridine is diazotised in dilute sulphuric acid with sodium nitrite and the diazonium compound is warmed to give 4-hydroxy-2-hydroxymethyl-3-methoxypyridine which may be demethylated with hydrobromic acid Reactants: C(CC(O)(C(=O)[O-])CC(=O)[O-])(=O)[O-].[K+].[K+].[K+] (Potassium citrate). Run in O (water). Conditions: time 1.5 minute. Yields the product C(CC(O)(C(=O)O)CC(=O)O)(=O)O (Citric acid). Reaction SMILES: [C:1]([O-:13])(=[O:12])[CH2:2][C:3]([CH2:8][C:9]([O-:11])=[O:10])([C:5]([O-:7])=[O:6])[OH:4].[K+].[K+].[K+]>O>[C:1]([OH:13])(=[O:12])[CH2:2][C:3]([CH2:8][C:9]([OH:11])=[O:10])([C:5]([OH:7])=[O:6])[OH:4] |f:0.1.2.3|. Procedure details: Potassium citrate ##STR91## The resulting product is added to 16 ounces of boiling water and stirred for a period of 1.5 minutes. The resulting material is poured into a mold and is permitted to cool. The resulting jell has an excellent "true fruit" flavor with intense blueberry and blackcurrant nuances. Note: CARMEL KOSHER® vegetable jell is produced by Carmel Kosher Food Products, Inc. of Chicago, Ill. 60632. Reactants: C(#N)C=1C=C(C=2C(=CN(C2C1)C(C)C)C)C(=O)NCC=1C(NC(=CC1C)C)=O (6-cyano-N-((4,6-dimethyl-2-oxo-1,2-dihydropyridin-3-yl)methyl)-1-isopropyl-3-methyl-1H-indole-4-carboxamide), C(CN)N (ethylenediamine), P12(=S)SP3(=S)SP(=S)(S1)SP(=S)(S2)S3 (phosphorus pentasulfide). Run at temperature 120 celsius. Yields the product N1C(=NCC1)C=1C=C(C=2C(=CN(C2C1)C(C)C)C)C(=O)NCC=1C(NC(=CC1C)C)=O (6-(4,5-Dihydro-1H-imidazol-2-yl)-N-((4,6-dimethyl-2-oxo-1,2-dihydropyridin-3-yl)methyl)-1-isopropyl-3-methyl-1H-indole-4-carboxamide). The yield is 86.7%. RXN SMILES: [C:1]([C:3]1[CH:4]=[C:5]([C:16]([NH:18][CH2:19][C:20]2[C:21](=[O:28])[NH:22][C:23]([CH3:27])=[CH:24][C:25]=2[CH3:26])=[O:17])[C:6]2[C:7]([CH3:15])=[CH:8][N:9]([CH:12]([CH3:14])[CH3:13])[C:10]=2[CH:11]=1)#[N:2].[CH2:29](N)[CH2:30][NH2:31].P12(SP3(SP(SP(S3)(S1)=S)(=S)S2)=S)=S>>[NH:2]1[CH2:29][CH2:30][N:31]=[C:1]1[C:3]1[CH:4]=[C:5]([C:16]([NH:18][CH2:19][C:20]2[C:21](=[O:28])[NH:22][C:23]([CH3:27])=[CH:24][C:25]=2[CH3:26])=[O:17])[C:6]2[C:7]([CH3:15])=[CH:8][N:9]([CH:12]([CH3:14])[CH3:13])[C:10]=2[CH:11]=1. Reported procedure: To a 10-mL microwave tube were added 6-cyano-N-((4,6-dimethyl-2-oxo-1,2-dihydropyridin-3-yl)methyl)-1-isopropyl-3-methyl-1H-indole-4-carboxamide (33 mg, 0.088 mmol), ethylenediamine (1 mL, 14.81 mmol), and phosphorus pentasulfide (0.585 mg, 2.63 mmol), and the mixture was degassed for 5 min. The tube was sealed and the mixture was heated at 120° C. in a microwave. The mixture was concentrated and the residue was purified using reverse-phase HPLC under acidic conditions to give 32 mg of product a...